This data is from the Open Reaction Database (ORD), a public repository of structured organic reaction records. The task is: describe an organic reaction: reactants, conditions, products, and yield Reactants: COC(=O)C=CC=CCC(C)CCCC(C)C, CO, [K+], C1CCOC1, [OH-], O. Yields the product CC(C)CCCC(C)CC=CC=CC(=O)O. RXN SMILES: [CH3:1][O:2][C:3]([CH:4]=[CH:5][CH:6]=[CH:7][CH2:8][CH:9]([CH2:10][CH2:11][CH2:12][CH:13]([CH3:14])[CH3:15])[CH3:16])=[O:17].[CH3:20][OH:21].[K+:19].[O:22]1[CH2:23][CH2:24][CH2:25][CH2:26]1.[OH-:18].[OH2:27]>>[O:2]=[C:3]([CH:4]=[CH:5][CH:6]=[CH:7][CH2:8][CH:9]([CH2:10][CH2:11][CH2:12][CH:13]([CH3:14])[CH3:15])[CH3:16])[OH:17]. Reactants: [Cl-].[NH4+] (ammonium chloride), OC=1C=CC2=C(N(C(=N2)COC=2C=C(C(=O)OC)C=CC2)C)C1 (Methyl 3-[(6-hydroxy-1-methyl-1H-benzimidazol-2-yl)methoxy]benzoate), ClC=1C(=NC=CC1)F (3-chloro-2-fluoropyridine), N1=CC=CC2=CC=C3C=CC=NC3=C12 (1,10-phenanthroline), C([O-])([O-])=O.[Cs+].[Cs+] (cesium carbonate). Reagents/catalysts: [Cu](I)I (copper iodide). The solvent is CN(C)C=O (DMF). Product: ClC=1C(=NC=CC1)OC=1C=CC2=C(N(C(=N2)COC=2C=C(C(=O)OC)C=CC2)C)C1 (Methyl 3-({6-[(3-chloropyridin-2-yl)oxy]-1-methyl-1H-benzimidazol-2-yl}methoxy)benzoate). Isolated yield 58.0%. Reaction SMILES: [OH:1][C:2]1[CH:3]=[CH:4][C:5]2[N:9]=[C:8]([CH2:10][O:11][C:12]3[CH:13]=[C:14]([CH:19]=[CH:20][CH:21]=3)[C:15]([O:17][CH3:18])=[O:16])[N:7]([CH3:22])[C:6]=2[CH:23]=1.[Cl:24][C:25]1[C:26](F)=[N:27][CH:28]=[CH:29][CH:30]=1.N1C2C(=CC=C3C=2N=CC=C3)C=CC=1.C(=O)([O-])[O-].[Cs+].[Cs+].[Cl-].[NH4+]>CN(C=O)C.[Cu](I)I>[Cl:24][C:25]1[C:26]([O:1][C:2]2[CH:3]=[CH:4][C:5]3[N:9]=[C:8]([CH2:10][O:11][C:12]4[CH:13]=[C:14]([CH:19]=[CH:20][CH:21]=4)[C:15]([O:17][CH3:18])=[O:16])[N:7]([CH3:22])[C:6]=3[CH:23]=2)=[N:27][CH:28]=[CH:29][CH:30]=1 |f:3.4.5,6.7|. Procedure details: A solution of methyl 3-[(6-hydroxy-1-methyl-1H-benzimidazol-2-yl)methoxy]benzoate produced in Example (1e) (3.12 g, 10 mmol), 3-chloro-2-fluoropyridine (1.45 g, 11 mmol), copper iodide (0.19 g, 1.0 mmol), 1,10-phenanthroline (0.18 g, 1.0 mmol) and cesium carbonate (9.77 g, 30 mmol) in DMF (50 mL) was stirred in a nitrogen atmosphere at 80° C. for two hours. After leaving to cool, a saturated ammonium chloride aqueous solution (200 mL) was added to the reaction mixture, followed by extraction wit... Solvent: ClCCl (dichloromethane), ClCCl (dichloromethan). Reaction conditions: time 20 minute. Reagents/catalysts: [V] (vanadium). Reactants: S(=S)(=O)([O-])[O-].[Na+].[Na+] (sodium thiosulfate), C(C)(C)(C)OO (t-butylhydroperoxide), COC(=O)C=1[C@@H]2[C@@H]([C@@H](OC1)OC(NC)=O)C(=CC2)CO ((1S,4aS,7aR)-7-(hydroxymethyl)-1-(methylcarbamoyloxy)-1,4a,5,7a-tetrahydrocyclopenta[c]pyrane-4-carboxylic acid methylester). RXN SMILES: C([O:5]O)(C)(C)C.[CH3:7][O:8][C:9]([C:11]1[C@H:12]2[CH2:24][CH:23]=[C:22]([CH2:25][OH:26])[C@@H:13]2[C@H:14]([O:17][C:18](=[O:21])[NH:19][CH3:20])[O:15][CH:16]=1)=[O:10].S([O-])([O-])(=O)=S.[Na+].[Na+]>ClCCl.[V]>[CH3:7][O:8][C:9]([C:11]1[C@H:12]2[CH2:24][C@@H:23]3[O:5][C@@:22]3([CH2:25][OH:26])[C@@H:13]2[C@H:14]([O:17][C:18](=[O:21])[NH:19][CH3:20])[O:15][CH:16]=1)=[O:10] |f:2.3.4|. Yields the product hexane-ether, COC(=O)C=1[C@@H]2[C@@H]([C@@H](OC1)OC(NC)=O)[C@]1([C@H](C2)O1)CO ((1S,4aS,6S,7R,7aR)-6,7-epoxy-7-(hydroxymethyl)-1-(methylcarbamoyloxy)-1,4a,5,6,7,7a-hexahydrocyclopenta[c]pyrane-4-carboxylic acid methylester). Procedure details: 85 mg of vanadium oxyacetylacetonate were dissolved in dichloromethane followed by dropping 7.1 ml of t-butylhydroperoxide (3.0 M, 2,2,4-trimethylpentane solution) and stirring for 20 minutes. Next, a dichloromethan solution of 3.0 g of (1S,4aS,7aR)-7-(hydroxymethyl)-1-(methylcarbamoyloxy)-1,4a,5,7a-tetrahydrocyclopenta[c]pyrane-4-carboxylic acid methylester was dropped thereinto followed by stirring for 17 hours at room temperature. The reaction mixture was poured into saturated aqueous sodium ... Isolated yield 89.0%. Starting materials: ClC1=C(C(=CC(=C1)C(F)(F)F)Cl)N1N=C(C(=C1O)SC(F)(F)F)C(=O)OC (1-(2,6-dichloro-4-trifluoromethylphenyl)-3-methoxycarbonyl-4-trifluoromethylsulfenyl-5-hydroxypyrazole), [H-].[Na+] (sodium hydride), S(=O)(=O)(OC)OC (dimethyl sulfate). Run in O1CCOCC1 (dioxane), O1CCOCC1 (dioxane). Yields the product ClC1=C(C(=CC(=C1)C(F)(F)F)Cl)N1N=C(C(=C1OC)SC(F)(F)F)C(=O)OC (1-(2,6-dichloro-4-trifluoromethylphenyl)-3-methoxycarbonyl-4-trifluoromethylsulfenyl-5-methoxypyrazole). Yield: 62.3%. Reaction SMILES: [Cl:1][C:2]1[CH:7]=[C:6]([C:8]([F:11])([F:10])[F:9])[CH:5]=[C:4]([Cl:12])[C:3]=1[N:13]1[C:17]([OH:18])=[C:16]([S:19][C:20]([F:23])([F:22])[F:21])[C:15]([C:24]([O:26][CH3:27])=[O:25])=[N:14]1.[H-].[Na+].S(OC)(O[CH3:34])(=O)=O>O1CCOCC1>[Cl:1][C:2]1[CH:7]=[C:6]([C:8]([F:11])([F:10])[F:9])[CH:5]=[C:4]([Cl:12])[C:3]=1[N:13]1[C:17]([O:18][CH3:34])=[C:16]([S:19][C:20]([F:21])([F:22])[F:23])[C:15]([C:24]([O:26][CH3:27])=[O:25])=[N:14]1 |f:1.2|. Procedure: A suspension of 5.8 g (0.013 mole) of 1-(2,6-dichloro-4-trifluoromethylphenyl)-3-methoxycarbonyl-4-trifluoromethylsulfenyl-5-hydroxypyrazole and 0.37 g (0.015 mole) sodium hydride in 150 ml of dioxane was heated to reflux for 0.5 hr. during which time the color changed from brown to orange with evolution of gas. To the cooled mixture was added 1.94 g (0.015 mole) of dimethyl sulfate diluted in 10 ml of dioxane. The mixture was heated again to reflux for 1 hr. It was then cooled, the solids were ... Reactants: N#CCc1ccccc1Br, CCO, O, O=S(=O)(O)O. Product: CCOC(=O)Cc1ccccc1Br. As a reaction SMILES: [Br:1][c:2]1[c:3]([CH2:8][C:9]#[N:10])[cH:4][cH:5][cH:6][cH:7]1.[CH3:17][CH2:18][OH:19].[OH2:16].[S:11](=[O:12])(=[O:13])([OH:14])[OH:15]>>[Br:1][c:2]1[c:3]([CH2:8][C:9](=[O:16])[O:19][CH2:18][CH3:17])[cH:4][cH:5][cH:6][cH:7]1. Starting materials: CC(=O)O, CC1C(C)(C)c2ccccc2C1(C)C, O, O=[N+]([O-])O, O=S(=O)(O)O. The product is CC1C(C)(C)c2ccc([N+](=O)[O-])cc2C1(C)C. RXN SMILES: [CH3:15][C:16](=[O:17])[OH:18].[CH3:1][C:2]1([CH3:14])[CH:3]([CH3:13])[C:4]([CH3:11])([CH3:12])[c:5]2[cH:6][cH:7][cH:8][cH:9][c:10]21.[OH2:28].[OH:19][N+:20]([O-:21])=[O:22].[S:23](=[O:24])(=[O:25])([OH:26])[OH:27]>>[CH3:1][C:2]1([CH3:14])[CH:3]([CH3:13])[C:4]([CH3:11])([CH3:12])[c:5]2[cH:6][cH:7][c:8]([N+:20](=[O:19])[O-:21])[cH:9][c:10]21. Starting materials: NC(c1ccccc1)c1ccc(Cl)cc1, CC12CCC(=O)NC1=CCC1C2CCC2(C)C(C(=O)O)CCC12. Product: CC12CCC(=O)NC1=CCC1C2CCC2(C)C(C(=O)NC(c3ccccc3)c3ccc(Cl)cc3)CCC12. As a reaction SMILES: [Cl:24][c:25]1[cH:26][cH:27][c:28]([CH:31]([c:32]2[cH:33][cH:34][cH:35][cH:36][cH:37]2)[NH2:38])[cH:29][cH:30]1.[O:1]=[C:2]1[NH:3][C:4]2=[CH:5][CH2:6][CH:7]3[CH:8]4[CH2:9][CH2:10][CH:11]([C:21](=[O:22])[OH:23])[C:12]4([CH3:13])[CH2:14][CH2:15][CH:16]3[C:17]2([CH3:20])[CH2:18][CH2:19]1>>[O:1]=[C:2]1[NH:3][C:4]2=[CH:5][CH2:6][CH:7]3[CH:8]4[CH2:9][CH2:10][CH:11]([C:21](=[O:22])[NH:38][CH:31]([c:28]5[cH:27][cH:26][c:25]([Cl:24])[cH:30][cH:29]5)[c:32]5[cH:33][cH:34][cH:35][cH:36][cH:37]5)[C:12]4([CH3:13])[CH2:14][CH2:15][CH:16]3[C:17]2([CH3:20])[CH2:18][CH2:19]1.